describe an organic reaction: reactants, conditions, products, and yield From a dataset of the Open Reaction Database (ORD), a public repository of structured organic reaction records. The reactants are CCCC[Sn](CCCC)(CCCC)COC, CCOC(C)=O, COC(=O)c1ccc(Cl)nc1N, CN1CCCC1=O, [F-], [K+], c1ccc(P(c2ccccc2)(c2ccccc2)[Pd](P(c2ccccc2)(c2ccccc2)c2ccccc2)(P(c2ccccc2)(c2ccccc2)c2ccccc2)P(c2ccccc2)(c2ccccc2)c2ccccc2)cc1. Yields the product COCc1ccc(C(=O)OC)c(N)n1. As a reaction SMILES: [CH2:13]([Sn:14]([CH2:15][CH2:16][CH2:17][CH3:21])([CH2:18][O:19][CH3:20])[CH2:22][CH2:23][CH2:24][CH3:25])[CH2:26][CH2:27][CH3:28].[CH3:115][CH2:116][O:117][C:118](=[O:119])[CH3:120].[CH3:1][O:2][C:3]([c:4]1[c:5]([NH2:11])[n:6][c:7]([Cl:10])[cH:8][cH:9]1)=[O:12].[CH3:29][N:30]1[CH2:31][CH2:32][CH2:33][C:34]1=[O:35].[F-:36].[K+:37].[cH:38]1[cH:39][cH:40][c:41]([P:42]([Pd:43]([P:44]([c:45]2[cH:46][cH:47][cH:48][cH:49][cH:50]2)([c:51]2[cH:52][cH:53][cH:54][cH:55][cH:56]2)[c:57]2[cH:58][cH:59][cH:60][cH:61][cH:62]2)([P:63]([c:64]2[cH:65][cH:66][cH:67][cH:68][cH:69]2)([c:70]2[cH:71][cH:72][cH:73][cH:74][cH:75]2)[c:76]2[cH:77][cH:78][cH:79][cH:80][cH:81]2)[P:82]([c:83]2[cH:84][cH:85][cH:86][cH:87][cH:88]2)([c:89]2[cH:90][cH:91][cH:92][cH:93][cH:94]2)[c:95]2[cH:96][cH:97][cH:98][cH:99][cH:100]2)([c:101]2[cH:102][cH:103][cH:104][cH:105][cH:106]2)[c:107]2[cH:108][cH:109][cH:110][cH:111][cH:112]2)[cH:113][cH:114]1>>[CH3:1][O:2][C:3]([c:4]1[c:5]([NH2:11])[n:6][c:7]([CH2:18][O:19][CH3:20])[cH:8][cH:9]1)=[O:12]. The reactants are [Br-].CC1(C=2C=CC(=CC2C(CC1)(C)C)C[P+](C1=CC=CC=C1)(C1=CC=CC=C1)C1=CC=CC=C1)C ((5,6,7,8-tetrahydro-5,5,8,8-tetramethyl-2-naphthalenyl)methyl-triphenyl-phosphonium bromide), CC(=O)C1=CC=C(C=C1)C#N (4-cyanoacetophenone), CS(=O)C (DMSO), ice, [H-].[Na+] (NaH), [H-].[Na+] (NaH), CS(=O)C (DMSO). Run at time 6 hour. Yields the product CC=1C(=CC=2C(CCC(C2C1)(C)C)(C)C)C(C=C)C1=CC=C(C#N)C=C1 (4-[1-(5,6,7,8-tetrahydro-3,5,5,8,8-pentamethyl-2-naphthalenyl)-2-propenyl]benzonitrile). Reaction SMILES: [Br-].[CH3:2][C:3]1([CH3:35])[CH2:12][CH2:11][C:10]([CH3:14])([CH3:13])[C:9]2[CH:8]=[C:7]([CH2:15][P+](C3C=CC=CC=3)(C3C=CC=CC=3)C3C=CC=CC=3)[CH:6]=[CH:5][C:4]1=2.[H-].[Na+].[CH3:38][C:39]([C:41]1[CH:46]=[CH:45][C:44]([C:47]#[N:48])=[CH:43][CH:42]=1)=O.[CH3:49]S(C)=O>>[CH3:15][C:7]1[C:6]([CH:39]([C:41]2[CH:46]=[CH:45][C:44]([C:47]#[N:48])=[CH:43][CH:42]=2)[CH:38]=[CH2:49])=[CH:5][C:4]2[C:3]([CH3:35])([CH3:2])[CH2:12][CH2:11][C:10]([CH3:13])([CH3:14])[C:9]=2[CH:8]=1 |f:0.1,2.3|. Procedure details: A solution of (5,6,7,8-tetrahydro-5,5,8,8-tetramethyl-2-naphthalenyl)methyl-triphenyl-phosphonium bromide (6.25 g, 11.5 mmol) and NaH (10.5 mmol), coming from 0.42 g of a dispersion of 60% NaH in oil, in 35 ml of anhydrous DMSO is agitated under argon for 20 minutes, during which a solution of 4-cyanoacetophenone (1.45 g, 10.0 mmol) in 15 ml of DMSO is added. The solution is agitated for 6 hours at ambient temperature then poured over ice (150 g). This was then extracted with ether (125 ml, 3×50...